The task is: describe an organic reaction: reactants, conditions, products, and yield. This data is from the Open Reaction Database (ORD), a public repository of structured organic reaction records. The yield is 83.2%. Reactants: COC(C1=C(C=C(C=C1)COC(COCC1=CC=C(C=C1)OC)CC1CCCCC1)C1=C(C=CC=C1)C)=O (4-(3-cyclohexyl-1-(4-methoxybenzyloxy)prop-2-yloxymethyl)-2-(2-methylphenyl)benzoic acid methyl ester), ClC=1C(C(=C(C(C1Cl)=O)C#N)C#N)=O (2,3-dichloro-5,6-dicyano-1,4-benzoquinone). The product is C1(CCCCC1)CC(CO)OCC1=CC(=C(C(=O)OC)C=C1)C1=C(C=CC=C1)C (4-(3-cyclohexyl-1-hydroxyprop-2-yloxymethyl)-2-(2-methylphenyl)benzoic acid, methyl ester). Solvent: ClCCl (dichloromethane), CCOC(=O)C.CCCCCC (EtOAc hexane). Reagents/catalysts: O (water). Procedure: To a solution of N-[4-(3-cyclohexyl-1-(4-methoxybenzyloxy)prop-2-yloxymethyl)-2-(2-methylphenyl)benzoic acid methyl ester (Example 1051B, 360 mg) in dichloromethane (2 mL) was added water (5 drops), and 2,3-dichloro-5,6-dicyano-1,4-benzoquinone (190 mg). After 50 min, the reaction was diluted with EtOAc/hexane (1:1, 10 mL), dried (MgSO4), and filtered through a pad of silica gel. The filtrate was concentrated, and the residue was purified by silica gel chromatography eluting with 20%-30% EtOAc/h... RXN SMILES: [CH3:1][O:2][C:3](=[O:38])[C:4]1[CH:9]=[CH:8][C:7]([CH2:10][O:11][CH:12]([CH2:24][CH:25]2[CH2:30][CH2:29][CH2:28][CH2:27][CH2:26]2)[CH2:13][O:14]CC2C=CC(OC)=CC=2)=[CH:6][C:5]=1[C:31]1[CH:36]=[CH:35][CH:34]=[CH:33][C:32]=1[CH3:37].ClC1C(=O)C(C#N)=C(C#N)C(=O)C=1Cl>ClCCl.O.CCOC(C)=O.CCCCCC>[CH:25]1([CH2:24][CH:12]([O:11][CH2:10][C:7]2[CH:8]=[CH:9][C:4]([C:3]([O:2][CH3:1])=[O:38])=[C:5]([C:31]3[CH:36]=[CH:35][CH:34]=[CH:33][C:32]=3[CH3:37])[CH:6]=2)[CH2:13][OH:14])[CH2:30][CH2:29][CH2:28][CH2:27][CH2:26]1 |f:4.5|. Conditions: time 50 minute. Reported procedure: The same procedure of Example 10, starting from 4-hydroxy-2-oxo-1-pyrrolidineacetic acid and 2,2-dimethyl-4-imidazolidinone, afforded the title compound, m.p. 250° C. (dec). Reactants: OC1CC(N(C1)CC(=O)O)=O (4-hydroxy-2-oxo-1-pyrrolidineacetic acid), CC1(NCC(N1)=O)C (2,2-dimethyl-4-imidazolidinone). Reaction SMILES: [OH:1][CH:2]1[CH2:6][N:5]([CH2:7][C:8]([OH:10])=O)[C:4](=[O:11])[CH2:3]1.[CH3:12][C:13]1([CH3:19])[NH:17][C:16](=[O:18])[CH2:15][NH:14]1>>[CH3:12][C:13]1([CH3:19])[NH:17][C:16](=[O:18])[CH2:15][N:14]1[C:8](=[O:10])[CH2:7][N:5]1[CH2:6][CH:2]([OH:1])[CH2:3][C:4]1=[O:11]. Product: CC1(N(CC(N1)=O)C(CN1C(CC(C1)O)=O)=O)C (2,2-Dimethyl-1-(4-hydroxy-2-oxo-1-pyrrolidineacetyl)-4-imidazolidinone). Reactants: castor oil, C(CCCCCCC\C=C/CCCCCCCC)(=O)N (Oleamide), Unsaturated fatty acids, Ethylenic, C(CCCCCCC\C=C/CCCCCCCC)(=O)O (Oleic acid), urethanes, C(CCCCCCC\C=C/CCCCCCCC)O (Oleyl alcohol), Triglycerides, C(CCCCCCCCCCC=CCC)O (pentadeca-12-ene-1-ol), fatty alcohols, Acrylated ricinoleic acid, Methacrylated ricinoleic acid, fatty acid. The product is C(C(=C)C)(=O)OCCCCCCCCCCCC (Lauryl methacrylate). As a reaction SMILES: [C:1]([OH:20])(=O)[CH2:2][CH2:3][CH2:4][CH2:5][CH2:6][CH2:7][CH2:8]/[CH:9]=[CH:10]\[CH2:11][CH2:12]CCCCCC.[CH2:21]([OH:39])[CH2:22][CH2:23]CCCCC/C=C\CCCCCCCC.[CH2:40](O)CCCCCCCCCCC=CCC.C(N)(=O)CCCCCCC/C=C\CCCCCCCC>>[C:21]([O:20][CH2:1][CH2:2][CH2:3][CH2:4][CH2:5][CH2:6][CH2:7][CH2:8][CH2:9][CH2:10][CH2:11][CH3:12])(=[O:39])[C:22]([CH3:40])=[CH2:23]. Procedure details: Acrylated castor oil; Acrylated ricinoleic acid; Methacrylated ricinoleic acid; Soya Bean Oil; Unsaturated fatty acids, e.g. Oleic acid, tallow fatty acid; Unsaturated fatty alcohols, e.g. Oleyl alcohol, pentadeca-12-ene-1-ol.; Oleamide; Triglycerides, e.g. tall oil, ting oil; Ethylenic unsaturated urethanes; Acrylic unsaturated urethanes; Air drying short oil alkyds; Alkyl and Aryl Esters of maleic anhydride, singly or in combination. Reactants: NC=1SC(=C(N1)C(=O)N1[C@@H]([C@H]2C[C@H]2C1)CN)C1=CC(=CC=C1)F ([2-Amino-5-(3-fluoro-phenyl)-thiazol-4-yl]-((1S,2S,5R)-2-aminomethyl-3-aza-bicyclo[3.1.0]hex-3-yl)-methanone), N1=CC=CC2=CC=CC(=C12)C(=O)O (Quinoline-8-carboxylic acid). Product: NC=1SC(=C(N1)C(=O)N1[C@@H]([C@H]2C[C@H]2C1)CNC(=O)C=1C=CC=C2C=CC=NC12)C1=CC(=CC=C1)F (Quinoline-8-carboxylic Acid{(1S,2S,5R)-3-[2-amino-5-(3-fluoro-phenyl)-thiazole-4-carbonyl]-3-aza-bicyclo[3.1.0]hex-2-ylmethyl}-amide). Reaction SMILES: [NH2:1][C:2]1[S:3][C:4]([C:17]2[CH:22]=[CH:21][CH:20]=[C:19]([F:23])[CH:18]=2)=[C:5]([C:7]([N:9]2[CH2:14][C@H:13]3[C@H:11]([CH2:12]3)[C@H:10]2[CH2:15][NH2:16])=[O:8])[N:6]=1.[N:24]1[C:33]2[C:28](=[CH:29][CH:30]=[CH:31][C:32]=2[C:34](O)=[O:35])[CH:27]=[CH:26][CH:25]=1>>[NH2:1][C:2]1[S:3][C:4]([C:17]2[CH:22]=[CH:21][CH:20]=[C:19]([F:23])[CH:18]=2)=[C:5]([C:7]([N:9]2[CH2:14][C@H:13]3[C@H:11]([CH2:12]3)[C@H:10]2[CH2:15][NH:16][C:34]([C:32]2[CH:31]=[CH:30][CH:29]=[C:28]3[C:33]=2[N:24]=[CH:25][CH:26]=[CH:27]3)=[O:35])=[O:8])[N:6]=1. Reported procedure: prepared by reaction of [2-Amino-5-(3-fluoro-phenyl)-thiazol-4-yl]-((1S,2S,5R)-2-aminomethyl-3-aza-bicyclo[3.1.0]hex-3-yl)-methanone with Quinoline-8-carboxylic acid. LC-MS (basic): tR=0.78 min; [M+H]+=488.3. Starting materials: Cc1oncc1C(=O)O, [Cl-], Nc1ccc(C(F)(F)F)cc1, [Na+], O=C([O-])O, O. Yields the product Cc1oncc1C(=O)Nc1ccc(C(F)(F)F)cc1. As a reaction SMILES: [CH3:18][c:19]1[c:20]([C:24](=[O:25])[OH:26])[cH:21][n:22][o:23]1.[Cl-:17].[F:1][C:2]([c:3]1[cH:4][cH:5][c:6]([NH2:7])[cH:8][cH:9]1)([F:10])[F:11].[Na+:16].[O-:12][C:13]([OH:14])=[O:15].[OH2:27]>>[F:1][C:2]([c:3]1[cH:4][cH:5][c:6]([NH:7][C:24]([c:20]2[c:19]([CH3:18])[o:23][n:22][cH:21]2)=[O:25])[cH:8][cH:9]1)([F:10])[F:11].